From a dataset of the Open Reaction Database (ORD), a public repository of structured organic reaction records. describe an organic reaction: reactants, conditions, products, and yield Reactants: CC=1C=NC2=CC=CC(=C2C1)CO ((3-Methylquinolin-5-yl)methanol). Reagents/catalysts: [O-2].[Mn+4].[O-2] (manganese(IV) oxide). The solvent is ClCCl (dichloromethane). Run at time 16 hour. Yields the product CC=1C=NC=2C=CC=C(C2C1)C=O (3-Methylquinoline-5-carbaldehyde). RXN SMILES: [CH3:1][C:2]1[CH:3]=[N:4][C:5]2[C:10]([CH:11]=1)=[C:9]([CH2:12][OH:13])[CH:8]=[CH:7][CH:6]=2>ClCCl.[O-2].[Mn+4].[O-2]>[CH3:1][C:2]1[CH:3]=[N:4][C:5]2[CH:6]=[CH:7][CH:8]=[C:9]([CH:12]=[O:13])[C:10]=2[CH:11]=1 |f:2.3.4|. Procedure details: 30.0 g (173 mmol) of the compound from example 22A are taken up in 850 ml of dichloromethane, and 240.0 g of manganese(IV) oxide are added. The mixture is stirred at room temperature for 16 h and then filtered through kieselguhr. The latter is washed with dichloromethane, and the filtrate is concentrated in a rotary evaporator. Drying the residue results in 23.0 g (75% of theory) of the title compound. Starting materials: NC=1C=CC(=C(C1)[C@]1(N=C(OC[C@]1(C)F)N)C)F ((4R,5R)-4-(5-amino-2-fluoro-phenyl)-5-fluoro-4,5-dimethyl-5,6-dihydro-4H-[1,3]oxazin-2-ylamine), ClC=1C(=NN(C1)C(F)F)C(=O)O (4-chloro-1-difluoromethyl-1H-pyrazole-3-carboxylic acid). Product: NC=1OC[C@]([C@@](N1)(C)C=1C=C(C=CC1F)NC(=O)C1=NN(C=C1Cl)C(F)F)(C)F (4-Chloro-1-difluoromethyl-1H-pyrazole-3-carboxylic acid [3-((4R,5R)-2-amino-5-fluoro-4,5-dimethyl-5,6-dihydro-4H-[1,3]oxazin-4-yl)-4-fluoro-phenyl]amide). Reaction SMILES: [NH2:1][C:2]1[CH:3]=[CH:4][C:5]([F:18])=[C:6]([C@:8]2([CH3:17])[C@:13]([F:15])([CH3:14])[CH2:12][O:11][C:10]([NH2:16])=[N:9]2)[CH:7]=1.[Cl:19][C:20]1[C:21]([C:28](O)=[O:29])=[N:22][N:23]([CH:25]([F:27])[F:26])[CH:24]=1>>[NH2:16][C:10]1[O:11][CH2:12][C@@:13]([F:15])([CH3:14])[C@:8]([C:6]2[CH:7]=[C:2]([NH:1][C:28]([C:21]3[C:20]([Cl:19])=[CH:24][N:23]([CH:25]([F:27])[F:26])[N:22]=3)=[O:29])[CH:3]=[CH:4][C:5]=2[F:18])([CH3:17])[N:9]=1. Procedure: The condensation of (4R,5R)-4-(5-amino-2-fluoro-phenyl)-5-fluoro-4,5-dimethyl-5,6-dihydro-4H-[1,3]oxazin-2-ylamine (A8.3) and 4-chloro-1-difluoromethyl-1H-pyrazole-3-carboxylic acid following procedure I yielded the title compound as a white solid. MS (ISP): m/z=434.2 [M+H]+.